Dataset: the Open Reaction Database (ORD), a public repository of structured organic reaction records. Task: describe an organic reaction: reactants, conditions, products, and yield The yield is 40.0%. Reaction SMILES: [F:1][C:2]([F:7])([F:6])[C:3]([OH:5])=[O:4].[F:8][C:9]([F:14])([F:13])[C:10]([OH:12])=[O:11].FC(F)(F)C(O)=O.[Cl:22][C:23]1[CH:24]=[N:25][C:26]2[NH:27][C:28]3[CH:29]=[N:30][CH:31]=[C:32]([CH:53]=3)[CH2:33][CH2:34][C:35]3[CH:43]=[C:39]([NH:40][C:41]=1[N:42]=2)[CH:38]=[CH:37][C:36]=3[O:44][CH2:45][CH2:46][CH:47]1[CH2:52][CH2:51][NH:50][CH2:49][CH2:48]1.[N:54]([CH2:57][C:58]1[O:59][CH:60]=[CH:61][CH:62]=1)=[C:55]=[O:56]>>[F:1][C:2]([F:7])([F:6])[C:3]([OH:5])=[O:4].[F:8][C:9]([F:14])([F:13])[C:10]([OH:12])=[O:11].[Cl:22][C:23]1[CH:24]=[N:25][C:26]2[NH:27][C:28]3[CH:29]=[N:30][CH:31]=[C:32]([CH:53]=3)[CH2:33][CH2:34][C:35]3[CH:43]=[C:39]([NH:40][C:41]=1[N:42]=2)[CH:38]=[CH:37][C:36]=3[O:44][CH2:45][CH2:46][CH:47]1[CH2:48][CH2:49][N:50]([C:55]([NH:54][CH2:57][C:58]2[O:59][CH:60]=[CH:61][CH:62]=2)=[O:56])[CH2:51][CH2:52]1 |f:0.1.2.3,5.6.7|. Procedure: The desired compound was prepared according to the procedure of Example D41 using 6-chloro-12-(2-piperidin-4-ylethoxy)-2,4,8,18,22-pentaazatetracyclo[14.3.1.1(3,7).1(9,13)]docosa-1(20),3(22),4,6,9(21),10,12,16,18-nonaene tris(trifluoroacetate) and 2-(isocyanatomethyl)furan as the starting materials in 40% yield. LCMS for C30H33ClN7O3 (M+H)+: m/z=574.1. Starting materials: FC(C(=O)O)(F)F.FC(C(=O)O)(F)F.FC(C(=O)O)(F)F.ClC=1C=NC=2NC=3C=NC=C(CCC4=C(C=CC(NC1N2)=C4)OCCC4CCNCC4)C3 (6-chloro-12-(2-piperidin-4-ylethoxy)-2,4,8,18,22-pentaazatetracyclo[14.3.1.1(3,7).1(9,13)]docosa-1(20),3(22),4,6,9(21),10,12,16,18-nonaene tris(trifluoroacetate)), N(=C=O)CC=1OC=CC1 (2-(isocyanatomethyl)furan). Product: FC(C(=O)O)(F)F.FC(C(=O)O)(F)F.ClC=1C=NC=2NC=3C=NC=C(CCC4=C(C=CC(NC1N2)=C4)OCCC4CCN(CC4)C(=O)NCC=4OC=CC4)C3 (4-(2-{[6-Chloro-2,4,8,18,22-pentaazatetracyclo[14.3.1.1(3,7).1(9,13)]docosa-1(20),3(22),4,6,9(21),10,12,16,18-nonaen-12-yl]oxy}ethyl)-N-(2-furylmethyl)piperidine-1-carboxamide bis(trifluoroacetate)).